This data is from the Open Reaction Database (ORD), a public repository of structured organic reaction records. The task is: describe an organic reaction: reactants, conditions, products, and yield The reactants are FC1=C(C=C(C=C1)[N+](=O)[O-])C(F)(F)F (2-fluoro-5-nitrobenzotrifluoride), ClC=1C=NC=C(C1)O (3-chloro-5-hydroxypyridine), C([O-])([O-])=O.[K+].[K+] (potassium carbonate). The solvent is CN(C)C=O (DMF). Run at temperature 60 celsius. Yields the product ClC=1C=NC=C(C1)OC1=C(C=C(C=C1)[N+](=O)[O-])C(F)(F)F (2-(3-chloro-5-pyridyloxy)-5-nitrobenzotrifluoride). Isolated yield 110.2%. Reaction SMILES: F[C:2]1[CH:7]=[CH:6][C:5]([N+:8]([O-:10])=[O:9])=[CH:4][C:3]=1[C:11]([F:14])([F:13])[F:12].[Cl:15][C:16]1[CH:17]=[N:18][CH:19]=[C:20]([OH:22])[CH:21]=1.C(=O)([O-])[O-].[K+].[K+]>CN(C=O)C>[Cl:15][C:16]1[CH:17]=[N:18][CH:19]=[C:20]([O:22][C:2]2[CH:7]=[CH:6][C:5]([N+:8]([O-:10])=[O:9])=[CH:4][C:3]=2[C:11]([F:14])([F:13])[F:12])[CH:21]=1 |f:2.3.4|. Procedure: Using the method of Example 21.2, 2-fluoro-5-nitrobenzotrifluoride (5.0 g) and 3-chloro-5-hydroxypyridine (3.1 g) were combined with potassium carbonate (5.4 g) in DMF and heated overnight at 60° C. Workup gave the title compound (8.4 g) as a crude yellow solid which was used directly in the next reaction. Procedure details: 6 g (19.3 mmol) of methyl 3,3-di(4-ethylphenyl)-2,3-epoxypropionate (crude) and 3.52 g (19.3 mmol) of 2-(3,4-dimethoxyphenyl)ethanol were dissolved in 20 ml of dichloromethane and, at room temperature, 5 drops of boron trifluoride etherate were added. The solution was stirred for 1.5 hours. The solvent was then distilled off, and the residue, a pale yellow oil (8.66 g, 91%), was immediately reacted further. Conditions: time 1.5 hour. Product: OC(C(=O)OC)C(C1=CC=C(C=C1)CC)(C1=CC=C(C=C1)CC)OCCC1=CC(=C(C=C1)OC)OC (Methyl 2-Hydroxy-3-(2-(3,4-dimethoxyphenyl)ethoxy)-3,3-di-(4-ethyl-phenyl)propionate). The solvent is ClCCl (dichloromethane). Starting materials: C(C)C1=CC=C(C=C1)C1(C(C(=O)OC)O1)C1=CC=C(C=C1)CC (methyl 3,3-di(4-ethylphenyl)-2,3-epoxypropionate), COC=1C=C(C=CC1OC)CCO (2-(3,4-dimethoxyphenyl)ethanol). Reagents/catalysts: B(F)(F)F.CCOCC (boron trifluoride etherate). Reaction SMILES: [CH2:1]([C:3]1[CH:8]=[CH:7][C:6]([C:9]2([C:16]3[CH:21]=[CH:20][C:19]([CH2:22][CH3:23])=[CH:18][CH:17]=3)[O:15][CH:10]2[C:11]([O:13][CH3:14])=[O:12])=[CH:5][CH:4]=1)[CH3:2].[CH3:24][O:25][C:26]1[CH:27]=[C:28]([CH2:34][CH2:35][OH:36])[CH:29]=[CH:30][C:31]=1[O:32][CH3:33]>ClCCl.B(F)(F)F.CCOCC>[OH:15][CH:10]([C:9]([O:36][CH2:35][CH2:34][C:28]1[CH:29]=[CH:30][C:31]([O:32][CH3:33])=[C:26]([O:25][CH3:24])[CH:27]=1)([C:16]1[CH:21]=[CH:20][C:19]([CH2:22][CH3:23])=[CH:18][CH:17]=1)[C:6]1[CH:7]=[CH:8][C:3]([CH2:1][CH3:2])=[CH:4][CH:5]=1)[C:11]([O:13][CH3:14])=[O:12] |f:3.4|. Starting materials: C(C1=CC=CC=C1)Br (benzyl bromide), [H-].[Na+] (NaH), oil, C(C1=CC=CC=C1)OC1=C(C(=O)NC2=CC=C(C=C2)CN2CCOCC2)C=C(C(=C1)OCC1=CC=CC=C1)C(=C)C (2,4-Bis-benzyloxy-5-isopropenyl-N-(4-morpholin-4-ylmethyl-phenyl)-benzamide). Solvent: CN(C)C=O (DMF), CCOC(=O)C (EtOAc), O (water). Reaction conditions: time 15 minute. Yields the product C(C1=CC=CC=C1)N(C(C1=C(C=C(C(=C1)C(=C)C)OCC1=CC=CC=C1)OCC1=CC=CC=C1)=O)C1=CC=C(C=C1)CN1CCOCC1 (N-benzyl-2,4-bis-benzyloxy-5-isopropenyl-N-(4-morpholin-4-ylmethyl-phenyl)-benzamide). Yield: 69.6%. As a reaction SMILES: [CH2:1]([O:8][C:9]1[CH:30]=[C:29]([O:31][CH2:32][C:33]2[CH:38]=[CH:37][CH:36]=[CH:35][CH:34]=2)[C:28]([C:39]([CH3:41])=[CH2:40])=[CH:27][C:10]=1[C:11]([NH:13][C:14]1[CH:19]=[CH:18][C:17]([CH2:20][N:21]2[CH2:26][CH2:25][O:24][CH2:23][CH2:22]2)=[CH:16][CH:15]=1)=[O:12])[C:2]1[CH:7]=[CH:6][CH:5]=[CH:4][CH:3]=1.[H-].[Na+].[CH2:44](Br)[C:45]1[CH:50]=[CH:49][CH:48]=[CH:47][CH:46]=1>CN(C=O)C.CCOC(C)=O.O>[CH2:44]([N:13]([C:14]1[CH:15]=[CH:16][C:17]([CH2:20][N:21]2[CH2:26][CH2:25][O:24][CH2:23][CH2:22]2)=[CH:18][CH:19]=1)[C:11](=[O:12])[C:10]1[CH:27]=[C:28]([C:39]([CH3:41])=[CH2:40])[C:29]([O:31][CH2:32][C:33]2[CH:38]=[CH:37][CH:36]=[CH:35][CH:34]=2)=[CH:30][C:9]=1[O:8][CH2:1][C:2]1[CH:3]=[CH:4][CH:5]=[CH:6][CH:7]=1)[C:45]1[CH:50]=[CH:49][CH:48]=[CH:47][CH:46]=1 |f:1.2|. Reported procedure: 2,4-Bis-benzyloxy-5-isopropenyl-N-(4-morpholin-4-ylmethyl-phenyl)-benzamide (0.245 g, 0.45 mmol) [prepared using Method A2 from (2,4-bis-benzyloxy-5-isopropenyl)-benzoic acid (Preparation B5) and 4-morpholin-4-yl-methyl-phenylamine] dissolved in DMF (3 ml), was treated with 60% NaH in mineral oil (27 mg, 1.5 eq) and stirred for 15 minutes followed by the addition of benzyl bromide (0.052 ml, 0.45 mmol), then stirred for a further 2 hours at room temperature. The reaction was diluted with EtOAc a... Starting materials: CC(C)(C)N=NC(C)(C)Cl, CCCS, CO, [O-]Cl, [K+], [Na+], [Na+], [OH-], [OH-], O. Product: CCCSC(C)(C)N=NC(C)(C)C. As a reaction SMILES: [C:10]([CH3:11])([CH3:12])([CH3:13])[N:14]=[N:15][C:16]([CH3:17])([CH3:18])[Cl:19].[CH2:6]([CH2:7][CH3:8])[SH:9].[CH3:23][OH:24].[Cl:3][O-:4].[K+:2].[Na+:21].[Na+:5].[OH-:1].[OH-:20].[OH2:22]>>[CH2:6]([CH2:7][CH3:8])[S:9][C:16]([N:15]=[N:14][C:10]([CH3:11])([CH3:12])[CH3:13])([CH3:17])[CH3:18]. Reactants: [OH-].[Na+] (sodium hydroxide), C(C1=CC=CC=C1)Br (benzylbromide), OC1=CC=C(C=O)C=C1 (4-hydroxybenzaldehyde). The solvent is O (water), C(C)O (ethanol), C(C)O (ethanol). Yields the product C1(=CC=CC=C1)COC1=CC=C(C=O)C=C1 (4-(phenylmethoxy)-benzaldehyde). Reaction SMILES: [OH:1][C:2]1[CH:9]=[CH:8][C:5]([CH:6]=[O:7])=[CH:4][CH:3]=1.[OH-].[Na+].[CH2:12](Br)[C:13]1[CH:18]=[CH:17][CH:16]=[CH:15][CH:14]=1>C(O)C.O>[C:13]1([CH2:12][O:1][C:2]2[CH:9]=[CH:8][C:5]([CH:6]=[O:7])=[CH:4][CH:3]=2)[CH:18]=[CH:17][CH:16]=[CH:15][CH:14]=1 |f:1.2|. Procedure: To a solution of 36.6 g (0.3 mol) of 4-hydroxybenzaldehyde in 100 ml of ethanol were added dropwise, one after another, a solution of 12.0 g (0.3 mol) of sodium hydroxide in 100 ml of water and a solution of 36.5 ml of (0.307 mol) of benzylbromide in 100 ml of ethanol and the mixture was then kept for 1 hour at 50° C. The ethanol was extensively distilled off, finally in vacuo, the remaining aqueous emulsion was divided between water and ethyl acetate. The ethyl acetate phase was dried over sodi... Reactants: COC(CN(C(=O)NC1=CC=C(C=C1)OCCN(C)C)C1=CC=C(C=C1)OC1=CC=CC=C1)OC (1-(2,2-Dimethoxyethyl)-3-[4-(2-dimethylaminoethoxy)phenyl]-1-(4-phenoxy-phenyl)urea), FC(C(=O)O)(F)F (trifluoroacetic acid). The product is CN(CCOC1=CC=C(C=C1)N1C(N(C=C1)C1=CC=C(C=C1)OC1=CC=CC=C1)=O)C (1-[4-(2-Dimethylaminoethoxy)phenyl]-3-(4-phenoxyphenyl)-1,3-dihydroimidazol-2-one). RXN SMILES: CO[CH:3](OC)[CH2:4][N:5]([C:21]1[CH:26]=[CH:25][C:24](OC2C=CC=CC=2)=[CH:23][CH:22]=1)[C:6]([NH:8][C:9]1[CH:14]=[CH:13][C:12]([O:15][CH2:16][CH2:17][N:18]([CH3:20])[CH3:19])=[CH:11][CH:10]=1)=[O:7].F[C:37](F)(F)[C:38]([OH:40])=O>>[CH3:19][N:18]([CH3:20])[CH2:17][CH2:16][O:15][C:12]1[CH:11]=[CH:10][C:9]([N:8]2[CH:3]=[CH:4][N:5]([C:21]3[CH:26]=[CH:25][C:24]([O:40][C:38]4[CH:37]=[CH:11][CH:10]=[CH:9][CH:14]=4)=[CH:23][CH:22]=3)[C:6]2=[O:7])=[CH:14][CH:13]=1. Procedure: 1-(2,2-Dimethoxyethyl)-3-[4-(2-dimethylaminoethoxy)phenyl]-1-(4-phenoxy-phenyl)urea (0.33 g) was shaken with trifluoroacetic acid (5 ml) for 16 hours. Volatiles were removed and the residue was taken up in dichloromethane (10 ml) and washed with sodium hydroxide solution (0.1N; 1 ml). The aqueous phase was extracted with dichloromethane (10 ml), and the combined organic phases were concentrated. The residue was purified by chromatography on silica gel (eluent: dichloromethane/methanol 98:2 with ... Starting materials: C1CCC(CC1)N=C=NC2CCCCC2 (DCC), CN(C)C1=NC=CC=C1 (dimethylaminopyridine), OC1=CC=C(C(=O)OC(CCCCCC)C)C=C1 (1-Methylheptyl 4-Hydroxybenzoate), C(CCCCCCCC)(=O)OC1=CC=C(C=C1)C1=CC=C(C=C1)C(=O)O (4'-nonanoyloxybiphenyl-4-carboxylic acid), OC1=CC=C(C(=O)OC(CCCCCC)C)C=C1 (1-methylheptyl 4-hydroxybenzoate). Solvent: O1CCCC1 (tetrahydrofuran). Conditions: time 1 day. Yields the product C(CCCCCCCC)(=O)OC1=CC=C(C=C1)C1=CC=C(C=C1)C(=O)OC1=CC=C(C=C1)C(=O)OC(CCCCCC)C (4-(1-Methylheptyloxycarbonyl)phenyl 4'-n-Nonanoyloxybiphenyl-4-carboxylate). RXN SMILES: [C:1]([O:11][C:12]1[CH:17]=[CH:16][C:15]([C:18]2[CH:23]=[CH:22][C:21]([C:24]([OH:26])=[O:25])=[CH:20][CH:19]=2)=[CH:14][CH:13]=1)(=[O:10])[CH2:2][CH2:3][CH2:4][CH2:5][CH2:6][CH2:7][CH2:8][CH3:9].O[C:28]1[CH:44]=[CH:43][C:31]([C:32]([O:34][CH:35]([CH3:42])[CH2:36][CH2:37][CH2:38][CH2:39][CH2:40][CH3:41])=[O:33])=[CH:30][CH:29]=1.C1CCC(N=C=NC2CCCCC2)CC1.CN(C1C=CC=CN=1)C>O1CCCC1>[C:1]([O:11][C:12]1[CH:13]=[CH:14][C:15]([C:18]2[CH:23]=[CH:22][C:21]([C:24]([O:26][C:28]3[CH:44]=[CH:43][C:31]([C:32]([O:34][CH:35]([CH3:42])[CH2:36][CH2:37][CH2:38][CH2:39][CH2:40][CH3:41])=[O:33])=[CH:30][CH:29]=3)=[O:25])=[CH:20][CH:19]=2)=[CH:16][CH:17]=1)(=[O:10])[CH2:2][CH2:3][CH2:4][CH2:5][CH2:6][CH2:7][CH2:8][CH3:9]. Procedure details: In 330 ml of dehydrated tetrahydrofuran were dissolved 5.00 g of 4'-nonanoyloxybiphenyl-4-carboxylic acid and 6.76 g of 1-methylheptyl 4-hydroxybenzoate synthesized in (2) above. To the solution were added 6.18 g of DCC and 0.24 g of dimethylaminopyridine, followed by stirring for one day at room temperature. Reactants: Brc1cnc2c(c1)ncn2-c1cccc(-c2cccnc2)c1, CCO, OB(O)c1ccccc1. Yields the product c1ccc(-c2cnc3c(c2)ncn3-c2cccc(-c3cccnc3)c2)cc1. Reaction SMILES: [Br:1][c:2]1[cH:3][c:4]2[c:5]([n:6][cH:7]1)[n:8](-[c:11]1[cH:12][c:13](-[c:17]3[cH:18][n:19][cH:20][cH:21][cH:22]3)[cH:14][cH:15][cH:16]1)[cH:9][n:10]2.[CH3:32][CH2:33][OH:34].[OH:23][B:24]([OH:25])[c:26]1[cH:27][cH:28][cH:29][cH:30][cH:31]1>>[c:2]1(-[c:26]2[cH:27][cH:28][cH:29][cH:30][cH:31]2)[cH:3][c:4]2[c:5]([n:6][cH:7]1)[n:8](-[c:11]1[cH:12][c:13](-[c:17]3[cH:18][n:19][cH:20][cH:21][cH:22]3)[cH:14][cH:15][cH:16]1)[cH:9][n:10]2. The reactants are C(C)(C)(C)OC(=O)NC1=C(C=CC=C1)NC(C1=CC=C(C=C1)B1OC(C(O1)(C)C)(C)C)=O (N-(2-t-Butoxycarbonylaminophenyl)-4-(4,4,5,5-tetramethyl-1,3,2-dioxaborolan-2-yl)benzamide), ClC=1SC(=CN1)CN1CCCCC1 (1-[(2-chloro-1,3-thiazol-5-yl)methyl]piperidine). Product: C(C)(C)(C)OC(=O)NC1=C(C=CC=C1)NC(C1=CC=C(C=C1)C=1SC(=CN1)CN1CCCCC1)=O (N-(2-t-butoxycarbonylaminophenyl)-4-[5-(piperidin-1-ylmethyl)-1,3-thiazol-2-yl]benzamide). Isolated yield 110.0%. As a reaction SMILES: [C:1]([O:5][C:6]([NH:8][C:9]1[CH:14]=[CH:13][CH:12]=[CH:11][C:10]=1[NH:15][C:16](=[O:32])[C:17]1[CH:22]=[CH:21][C:20](B2OC(C)(C)C(C)(C)O2)=[CH:19][CH:18]=1)=[O:7])([CH3:4])([CH3:3])[CH3:2].Cl[C:34]1[S:35][C:36]([CH2:39][N:40]2[CH2:45][CH2:44][CH2:43][CH2:42][CH2:41]2)=[CH:37][N:38]=1>>[C:1]([O:5][C:6]([NH:8][C:9]1[CH:14]=[CH:13][CH:12]=[CH:11][C:10]=1[NH:15][C:16](=[O:32])[C:17]1[CH:18]=[CH:19][C:20]([C:34]2[S:35][C:36]([CH2:39][N:40]3[CH2:41][CH2:42][CH2:43][CH2:44][CH2:45]3)=[CH:37][N:38]=2)=[CH:21][CH:22]=1)=[O:7])([CH3:2])([CH3:4])[CH3:3]. Reported procedure: Using an analogous procedure to that described in Method 44, N-(2-t-butoxycarbonylaminophenyl)-4-(4,4,5,5-tetramethyl-1,3,2-dioxaborolan-2-yl)benzamide (Method 13, 219 mg, 0.5 mmol) was reacted with 1-[(2-chloro-1,3-thiazol-5-yl)methyl]piperidine (108 mg, 0.5 mmol) to give the title compound (271 mg, >100%) which was carried through the next step; Mass Spectrum: M+H+ 493. The reactants are Cl.NO (Hydroxylamine hydrochloride), N1=CC=CC=C1 (pyridine), C(CC)OC=1C(=CC=2CCCCC2C1)C(C)=O (1-(3-Propoxy-5,6,7,8-tetrahydronaphthalen-2-yl)ethanone). Solvent: C(Cl)(Cl)Cl (chloroform), CO (methanol). Reaction conditions: time 16 hour. Product: C(CC)OC=1C(=CC=2CCCCC2C1)C(C)=NO (1-(3-propoxy-5,6,7,8-tetrahydronaphthalen-2-yl)ethanone oxime). The yield is 93.9%. RXN SMILES: [CH2:1]([O:4][C:5]1[C:6]([C:15](=O)[CH3:16])=[CH:7][C:8]2[CH2:9][CH2:10][CH2:11][CH2:12][C:13]=2[CH:14]=1)[CH2:2][CH3:3].Cl.[NH2:19][OH:20].N1C=CC=CC=1>C(Cl)(Cl)Cl.CO>[CH2:1]([O:4][C:5]1[C:6]([C:15](=[N:19][OH:20])[CH3:16])=[CH:7][C:8]2[CH2:9][CH2:10][CH2:11][CH2:12][C:13]=2[CH:14]=1)[CH2:2][CH3:3] |f:1.2|. Procedure: 1-(3-Propoxy-5,6,7,8-tetrahydronaphthalen-2-yl)ethanone (8.88 g, 38.2 mmol) was dissolved in a mixed solvent of chloroform (20 ml) and methanol (80 ml). Hydroxylamine hydrochloride (4.05 g, 58.2 mmol) and pyridine (9.46 ml, 117 mmol) were added to the solution and stirred for 16 hours while heating under reflux. The reaction mixture was cooled to room temperature, and then concentrated to dryness under reduced pressure. 2N hydrochloric acid (30 ml) and water were added to the residue, followed b...